describe an organic reaction: reactants, conditions, products, and yield From a dataset of the Open Reaction Database (ORD), a public repository of structured organic reaction records. Starting materials: COCCN1CCNCC1, CO, O=C(O)C1CCN(c2ccc(Cl)cc2)C1=O. Yields the product COCCN1CCN(CC2CCN(c3ccc(Cl)cc3)C2=O)CC1. As a reaction SMILES: [CH3:17][O:18][CH2:19][CH2:20][N:21]1[CH2:22][CH2:23][NH:24][CH2:25][CH2:26]1.[CH3:27][OH:28].[Cl:1][c:2]1[cH:3][cH:4][c:5]([N:8]2[C:9](=[O:16])[CH:10]([C:13]([OH:14])=[O:15])[CH2:11][CH2:12]2)[cH:6][cH:7]1>>[Cl:1][c:2]1[cH:3][cH:4][c:5]([N:8]2[C:9](=[O:16])[CH:10]([CH2:13][N:24]3[CH2:23][CH2:22][N:21]([CH2:20][CH2:19][O:18][CH3:17])[CH2:26][CH2:25]3)[CH2:11][CH2:12]2)[cH:6][cH:7]1. Reactants: C(C)(C)(C)OC(N[C@H](CNC([C@H](N)C)=O)CC1=CC=CC=C1)=O (tert-Butyl-[(1S)-2-(D-alanylamino)-1-benzylethyl]carbamate), C(C)(C)(C)OC(=O)N[C@@H](CC1=C(C=C(C=C1C)O)C)C(=O)O (N-(tert-butoxycarbonyl)-2,6-dimethyl-L-tyrosine), Cl.CN(CCCN=C=NCC)C (1-(3-dimethylaminopropyl)-3-ethyl-carbodiimide hydrochloride salt), O.ON1N=NC2=C1C=CC=C2 (1-hydroxybenzotriazole monohydrate), CN1CCOCC1 (N-methylmorpholine). The solvent is CN(C)C=O (DMF), CCOC(=O)C (EtOAc). Conditions: time 16 hour. Product: C(C)(C)(C)OC(=O)N[C@@H](CC1=C(C=C(C=C1C)O)C)C(=O)N[C@H](C)C(=O)NC[C@H](CC1=CC=CC=C1)NC(=O)OC(C)(C)C (N-(tert-butoxycarbonyl)-2,6-dimethyl-L-tyrosyl-N-{(2S)-2-[(tert-butoxycarbonyl)amino]-3-phenylpropyl}-D-alaninamide). Isolated yield 109.4%. RXN SMILES: [C:1]([O:5][C:6](=[O:23])[NH:7][C@@H:8]([CH2:16][C:17]1[CH:22]=[CH:21][CH:20]=[CH:19][CH:18]=1)[CH2:9][NH:10][C:11](=[O:15])[C@@H:12]([CH3:14])[NH2:13])([CH3:4])([CH3:3])[CH3:2].[C:24]([O:28][C:29]([NH:31][C@H:32]([C:43](O)=[O:44])[CH2:33][C:34]1[C:39]([CH3:40])=[CH:38][C:37]([OH:41])=[CH:36][C:35]=1[CH3:42])=[O:30])([CH3:27])([CH3:26])[CH3:25].Cl.CN(C)CCCN=C=NCC.O.ON1C2C=CC=CC=2N=N1.CN1CCOCC1>CN(C=O)C.CCOC(C)=O>[C:24]([O:28][C:29]([NH:31][C@H:32]([C:43]([NH:13][C@@H:12]([C:11]([NH:10][CH2:9][C@@H:8]([NH:7][C:6]([O:5][C:1]([CH3:2])([CH3:3])[CH3:4])=[O:23])[CH2:16][C:17]1[CH:18]=[CH:19][CH:20]=[CH:21][CH:22]=1)=[O:15])[CH3:14])=[O:44])[CH2:33][C:34]1[C:35]([CH3:42])=[CH:36][C:37]([OH:41])=[CH:38][C:39]=1[CH3:40])=[O:30])([CH3:26])([CH3:27])[CH3:25] |f:2.3,4.5|. Reported procedure: tert-Butyl-[(1S)-2-(D-alanylamino)-1-benzylethyl]carbamate (described in PC33903A Preparation 36; 3.43 g, 9.94 mmol) and N-(tert-butoxycarbonyl)-2,6-dimethyl-L-tyrosine (described in BioOrg. Med. Chem. Letts, 2003, p 599; 2.92 g, 9.25 mmol) were added sequentially to a stirred solution of 1-(3-dimethylaminopropyl)-3-ethyl-carbodiimide hydrochloride salt (2.29 g, 11.9 mmol), 1-hydroxybenzotriazole monohydrate (1.57 g, 10.2 mmol) and N-methylmorpholine (1.01 g, 9.94 mmol) in DMF (70 mL) at room te...